From a dataset of the Open Reaction Database (ORD), a public repository of structured organic reaction records. describe an organic reaction: reactants, conditions, products, and yield Reactants: Clc1ccc(C2(CBr)CC2CBr)cc1Cl, CSCS(=O)(=O)c1ccccc1, [H-], [Na+], CN(C)C=O. Product: CSC1(S(=O)(=O)c2ccccc2)CC2CC2(c2ccc(Cl)c(Cl)c2)C1. RXN SMILES: [Br:15][CH2:16][C:17]1([c:22]2[cH:23][c:24]([Cl:29])[c:25]([Cl:28])[cH:26][cH:27]2)[CH:18]([CH2:20][Br:21])[CH2:19]1.[CH3:1][S:2][CH2:3][S:4](=[O:5])(=[O:6])[c:7]1[cH:8][cH:9][cH:10][cH:11][cH:12]1.[H-:13].[Na+:14].[O:30]=[CH:31][N:32]([CH3:33])[CH3:34]>>[CH3:1][S:2][C:3]1([S:4](=[O:5])(=[O:6])[c:7]2[cH:8][cH:9][cH:10][cH:11][cH:12]2)[CH2:16][C:17]2([c:22]3[cH:23][c:24]([Cl:29])[c:25]([Cl:28])[cH:26][cH:27]3)[CH:18]([CH2:19]2)[CH2:20]1. Reactants: C(=O)N1CCC(CC1)CCCN=[N+]=[N-] (N-formyl-4-(3-azidopropyl)-piperidine), [H][H] (Hydrogen), Cl (hydrochloric acid). The reagents and catalysts are [Pd] (palladium-on-carbon). The solvent is C(C)(=O)OCC (ethyl acetate), O (water). Yields the product Cl.C(=O)N1CCC(CC1)CCCN (N-Formyl-4-(3-aminopropyl)-piperidine hydrochloride). RXN SMILES: [CH:1]([N:3]1[CH2:8][CH2:7][CH:6]([CH2:9][CH2:10][CH2:11][N:12]=[N+]=[N-])[CH2:5][CH2:4]1)=[O:2].[H][H].[ClH:17]>[Pd].O.C(OCC)(=O)C>[ClH:17].[CH:1]([N:3]1[CH2:8][CH2:7][CH:6]([CH2:9][CH2:10][CH2:11][NH2:12])[CH2:5][CH2:4]1)=[O:2] |f:6.7|. Procedure details: To a suspension of 10% palladium-on-carbon catalyst (3 g) in water (100 ml), a solution of N-formyl-4-(3-azidopropyl)-piperidine (19.6 g) in ethyl acetate (100 ml) was added. Hydrogen was passed through the mixture, and the pH was maintained at 3.0 by simultaneous addition of 1 N hydrochloric acid. When the consumption of acid ceased, the catalyst was filtered off, and the two layers separated. The aqueous phase was extracted twice with 25 ml portions of ethyl acetate, and thereafter evaporated ... Starting materials: C[Zn]C (dimethylzinc), ClC1=NC=CC(=N1)C1=C(N=C(S1)C1CCN(CC1)C(=O)OC(C)(C)C)C1=C(C(=CC=C1)NS(=O)(=O)C1=C(C=CC=C1F)F)F (1,1-dimethylethyl 4-[5-(2-chloro-4-pyrimidinyl)-4-(3-{[(2,6-difluorophenyl)sulfonyl]amino}-2-fluorophenyl)-1,3-thiazol-2-yl]-1-piperidinecarboxylate). The reagents and catalysts are C1=CC=C(C=C1)P([C-]2C=CC=C2)C3=CC=CC=C3.C1=CC=C(C=C1)P([C-]2C=CC=C2)C3=CC=CC=C3.Cl[Pd]Cl.[Fe+2].C(Cl)Cl (PdCl2(dppf) CH2Cl2). Solvent: O1CCOCC1 (1,4-dioxane). Conditions: temperature 80 celsius, time 1 hour. Yields the product FC1=C(C(=CC=C1)F)S(=O)(=O)NC=1C(=C(C=CC1)C=1N=C(SC1C1=NC(=NC=C1)C)C1CCN(CC1)C(=O)OC(C)(C)C)F (1,1-dimethylethyl 4-[4-(3-{[(2,6-difluorophenyl)sulfonyl]amino}-2-fluorophenyl)-5-(2-methyl-4-pyrimidinyl)-1,3-thiazol-2-yl]-1-piperidinecarboxylate). Yield: 74.0%. Reaction SMILES: Cl[C:2]1[N:7]=[C:6]([C:8]2[S:12][C:11]([CH:13]3[CH2:18][CH2:17][N:16]([C:19]([O:21][C:22]([CH3:25])([CH3:24])[CH3:23])=[O:20])[CH2:15][CH2:14]3)=[N:10][C:9]=2[C:26]2[CH:31]=[CH:30][CH:29]=[C:28]([NH:32][S:33]([C:36]3[C:41]([F:42])=[CH:40][CH:39]=[CH:38][C:37]=3[F:43])(=[O:35])=[O:34])[C:27]=2[F:44])[CH:5]=[CH:4][N:3]=1.[CH3:45][Zn]C>C1C=CC(P(C2C=CC=CC=2)[C-]2C=CC=C2)=CC=1.C1C=CC(P(C2C=CC=CC=2)[C-]2C=CC=C2)=CC=1.Cl[Pd]Cl.[Fe+2].C(Cl)Cl.O1CCOCC1>[F:43][C:37]1[CH:38]=[CH:39][CH:40]=[C:41]([F:42])[C:36]=1[S:33]([NH:32][C:28]1[C:27]([F:44])=[C:26]([C:9]2[N:10]=[C:11]([CH:13]3[CH2:18][CH2:17][N:16]([C:19]([O:21][C:22]([CH3:25])([CH3:24])[CH3:23])=[O:20])[CH2:15][CH2:14]3)[S:12][C:8]=2[C:6]2[CH:5]=[CH:4][N:3]=[C:2]([CH3:45])[N:7]=2)[CH:31]=[CH:30][CH:29]=1)(=[O:35])=[O:34] |f:2.3.4.5.6|. Procedure details: 1,1-dimethylethyl 4-[5-(2-chloro-4-pyrimidinyl)-4-(3-{[(2,6-difluorophenyl)sulfonyl]amino}-2-fluorophenyl)-1,3-thiazol-2-yl]-1-piperidinecarboxylate (167 mg, 0.251 mmol) was dissolved into 1,4-dioxane (3 mL) and the solution was degassed for 10 min. PdCl2(dppf)-CH2Cl2 adduct (10.24 mg, 0.013 mmol) and dimethylzinc (0.251 mL, 0.501 mmol) were added to the reaction mixture. The reaction mixture was stirred at 80° C. for 1 h. The reaction was quenched with methanol (3 mL) and water (10 mL) and extr... The reactants are Cl.N[C@@H]1[C@H](C[C@H](CC1)NC(=O)C1=C(NC2=C1N=CN=C2C2=C(C=CC(=C2)C(F)F)OCC2CC2)C)C (N-[(1S*,3S*,4S*)-4-Amino-3-methylcyclohexyl]-4-[2-(cyclopropylmethoxy)-5-(difluoromethyl)phenyl]-6-methyl-5H-pyrrolo[3,2-d]pyrimidine-7-carboxamide hydrochloride), COCC(=O)Cl (methoxy-acetyl chloride). Yields the product C1(CC1)COC1=C(C=C(C=C1)C(F)F)C=1C2=C(N=CN1)C(=C(N2)C)C(=O)N[C@@H]2C[C@@H]([C@H](CC2)NC(COC)=O)C (4-[2-(Cyclopropylmethoxy)-5-(difluoromethyl)phenyl]-N-{(1S*,3S*,4S*)-4-[(methoxyacetyl)amino]-3-methylcyclohexyl}-6-methyl-5H-pyrrolo[3,2-d]pyrimidine-7-carboxamide). As a reaction SMILES: Cl.[NH2:2][C@H:3]1[CH2:8][CH2:7][C@H:6]([NH:9][C:10]([C:12]2[C:16]3[N:17]=[CH:18][N:19]=[C:20]([C:21]4[CH:26]=[C:25]([CH:27]([F:29])[F:28])[CH:24]=[CH:23][C:22]=4[O:30][CH2:31][CH:32]4[CH2:34][CH2:33]4)[C:15]=3[NH:14][C:13]=2[CH3:35])=[O:11])[CH2:5][C@@H:4]1[CH3:36].[CH3:37][O:38][CH2:39][C:40](Cl)=[O:41]>>[CH:32]1([CH2:31][O:30][C:22]2[CH:23]=[CH:24][C:25]([CH:27]([F:29])[F:28])=[CH:26][C:21]=2[C:20]2[C:15]3[NH:14][C:13]([CH3:35])=[C:12]([C:10]([NH:9][C@H:6]4[CH2:7][CH2:8][C@H:3]([NH:2][C:40](=[O:41])[CH2:39][O:38][CH3:37])[C@@H:4]([CH3:36])[CH2:5]4)=[O:11])[C:16]=3[N:17]=[CH:18][N:19]=2)[CH2:34][CH2:33]1 |f:0.1|. Procedure details: Starting from N-[(1S*,3S*,4S*)-4-amino-3-methylcyclohexyl]-4-[2-(cyclopropylmethoxy)-5-(difluoromethyl)phenyl]-6-methyl-5H-pyrrolo[3,2-d]pyrimidine-7-carboxamide hydrochloride (example D.f65) and commercially available methoxy-acetyl chloride the title compound is obtained as colorless solid. Starting materials: CC#CCOc1ccccc1, CCCCCC, O=S(=O)(O)Cl, O=C(Cl)C(=O)Cl, ClCCl, CN(C)C=O, O. Product: CC#CCOc1ccc(S(=O)(=O)Cl)cc1. Reaction SMILES: [CH2:1]([C:2]#[C:3][CH3:4])[O:5][c:6]1[cH:7][cH:8][cH:9][cH:10][cH:11]1.[CH3:31][CH2:32][CH2:33][CH2:34][CH2:35][CH3:36].[Cl:12][S:13](=[O:14])(=[O:15])[OH:16].[Cl:17][C:18]([C:19]([Cl:20])=[O:21])=[O:22].[Cl:28][CH2:29][Cl:30].[O:23]=[CH:24][N:25]([CH3:26])[CH3:27].[OH2:37]>>[CH2:1]([C:2]#[C:3][CH3:4])[O:5][c:6]1[cH:7][cH:8][c:9]([S:13]([Cl:12])(=[O:14])=[O:15])[cH:10][cH:11]1. The reactants are O=C([O-])[O-], Oc1ccc(Cl)c2c1CCCC2, Cc1cc([N+](=O)[O-])cc(C)c1Cl, [K+], [K+], CN(C)C=O. Product: Cc1cc([N+](=O)[O-])cc(C)c1Oc1ccc(Cl)c2c1CCCC2. RXN SMILES: [C:25](=[O:26])([O-:27])[O-:28].[Cl:13][c:14]1[cH:15][cH:16][c:17]([OH:24])[c:18]2[c:23]1[CH2:22][CH2:21][CH2:20][CH2:19]2.[Cl:1][c:2]1[c:3]([CH3:12])[cH:4][c:5]([N+:9](=[O:10])[O-:11])[cH:6][c:7]1[CH3:8].[K+:29].[K+:30].[O:31]=[CH:32][N:33]([CH3:34])[CH3:35]>>[c:2]1([O:24][c:17]2[cH:16][cH:15][c:14]([Cl:13])[c:23]3[c:18]2[CH2:19][CH2:20][CH2:21][CH2:22]3)[c:3]([CH3:12])[cH:4][c:5]([N+:9](=[O:10])[O-:11])[cH:6][c:7]1[CH3:8].